From a dataset of the Open Reaction Database (ORD), a public repository of structured organic reaction records. describe an organic reaction: reactants, conditions, products, and yield Starting materials: CO, COc1cc(C(=O)NC2CCN(C)CC2)c(F)cc1[N+](=O)[O-]. Product: COc1cc(C(=O)NC2CCN(C)CC2)c(F)cc1N. Reaction SMILES: [CH3:23][OH:24].[F:1][c:2]1[c:3]([C:4](=[O:5])[NH:6][CH:7]2[CH2:8][CH2:9][N:10]([CH3:13])[CH2:11][CH2:12]2)[cH:14][c:15]([O:21][CH3:22])[c:16]([N+:18]([O-:19])=[O:20])[cH:17]1>>[F:1][c:2]1[c:3]([C:4](=[O:5])[NH:6][CH:7]2[CH2:8][CH2:9][N:10]([CH3:13])[CH2:11][CH2:12]2)[cH:14][c:15]([O:21][CH3:22])[c:16]([NH2:18])[cH:17]1.